From a dataset of the Open Reaction Database (ORD), a public repository of structured organic reaction records. describe an organic reaction: reactants, conditions, products, and yield Reactants: [Al+3], ClCCl, CC(=O)Cl, CS(=O)(=O)c1ccc(Oc2ccccc2)cc1, [Cl-], [Cl-], [Cl-], Cl. Yields the product CC(=O)c1ccc(Oc2ccc(S(C)(=O)=O)cc2)cc1. Reaction SMILES: [Al+3:23].[CH2:27]([Cl:28])[Cl:29].[CH3:18][C:19]([Cl:20])=[O:21].[CH3:1][S:2](=[O:3])(=[O:4])[c:5]1[cH:6][cH:7][c:8]([O:9][c:10]2[cH:11][cH:12][cH:13][cH:14][cH:15]2)[cH:16][cH:17]1.[Cl-:22].[Cl-:24].[Cl-:25].[ClH:26]>>[CH3:1][S:2](=[O:3])(=[O:4])[c:5]1[cH:6][cH:7][c:8]([O:9][c:10]2[cH:11][cH:12][c:13]([C:19]([CH3:18])=[O:21])[cH:14][cH:15]2)[cH:16][cH:17]1.